Dataset: the Open Reaction Database (ORD), a public repository of structured organic reaction records. Task: describe an organic reaction: reactants, conditions, products, and yield The reactants are CC(CC(=O)OC)C(CC=C(C)C)=O (Methyl 3,7-dimethyl-4-oxo-6-octenoate), [H-].[Al+3].[Li+].[H-].[H-].[H-] (lithium aluminum hydride), O (water), C([O-])(O)=O.[Na+] (sodium bicarbonate). Solvent: CCOCC (ether), CCOCC (ether), C(C)(=O)OCC (ethyl acetate). Conditions: time 1 hour. Product: CC(CCO)C(CC=C(C)C)O (3,7-Dimethyl-4-hydroxy-6-octen-1-ol). The yield is 863.9%. Reaction SMILES: [CH3:1][CH:2]([C:8](=[O:14])[CH2:9][CH:10]=[C:11]([CH3:13])[CH3:12])[CH2:3][C:4](OC)=[O:5].[H-].[Al+3].[Li+].[H-].[H-].[H-].C(=O)(O)[O-].[Na+].O>CCOCC.C(OCC)(=O)C>[CH3:1][CH:2]([CH:8]([OH:14])[CH2:9][CH:10]=[C:11]([CH3:13])[CH3:12])[CH2:3][CH2:4][OH:5] |f:1.2.3.4.5.6,7.8|. Procedure: Methyl 3,7-dimethyl-4-oxo-6-octenoate (68 g, 34 mmole) in ether (10 ml) is added to a mixture of lithium aluminum hydride (1.3 g, 34 mmole) and ether (150 ml) at 0°. After the addition is complete the mixture is allowed to warm to room temperature and stirred for 1 hour, after which it is cooled to 0° and carefully added to a 5% aqueous sodium bicarbonate solution (50 ml). The resulting mixture is treated with water (100 ml) and ethyl acetate (300 ml). The organic phase is separated, dried (Na2S... Starting materials: [BH4-], C1CCOC1, CCOP(C)(=O)CCC(=O)c1ccc(C(=O)Nc2cc(-c3cccs3)ccc2NC(=O)OC(C)(C)C)cc1, [Cl-], [NH4+], [Na+]. Yields the product CC(C)(C)OC(=O)Nc1ccc(-c2cccs2)cc1NC(=O)c1ccc(C2CCP(C)(=O)O2)cc1. As a reaction SMILES: [BH4-:39].[CH2:43]1[O:44][CH2:45][CH2:46][CH2:47]1.[CH3:1][C:2]([CH3:3])([CH3:4])[O:5][C:6](=[O:7])[NH:8][c:9]1[c:10]([NH:20][C:21](=[O:22])[c:23]2[cH:24][cH:25][c:26]([C:29]([CH2:30][CH2:31][P:32]([O:33][CH2:35][CH3:38])(=[O:36])[CH3:37])=[O:34])[cH:27][cH:28]2)[cH:11][c:12](-[c:15]2[s:16][cH:17][cH:18][cH:19]2)[cH:13][cH:14]1.[Cl-:41].[NH4+:42].[Na+:40]>>[CH3:1][C:2]([CH3:3])([CH3:4])[O:5][C:6](=[O:7])[NH:8][c:9]1[c:10]([NH:20][C:21](=[O:22])[c:23]2[cH:24][cH:25][c:26]([CH:29]3[CH2:30][CH2:31][P:32](=[O:36])([CH3:37])[O:33]3)[cH:27][cH:28]2)[cH:11][c:12](-[c:15]2[s:16][cH:17][cH:18][cH:19]2)[cH:13][cH:14]1. Reactants: C1(CCCC2CCCCC12)=O (octahydronaphthalen-1(2H)-one), [H-].[Na+] (sodium hydride), C(OC)(OC)=O (dimethyl carbonate), Cl (hydrochloric acid). Run in O1CCCC1 (tetrahydrofuran), CCOCC (ether), O1CCCC1 (tetrahydrofuran). Product: O=C1C(CCC2CCCCC12)C(=O)OC (methyl 1-oxodecahydronaphthalene-2-carboxylate). As a reaction SMILES: [H-].[Na+].[C:3](=[O:8])([O:6][CH3:7])OC.[C:9]1(=[O:19])[CH:18]2[CH:13]([CH2:14][CH2:15][CH2:16][CH2:17]2)[CH2:12][CH2:11][CH2:10]1.Cl>O1CCCC1.CCOCC>[O:19]=[C:9]1[CH:18]2[CH:13]([CH2:14][CH2:15][CH2:16][CH2:17]2)[CH2:12][CH2:11][CH:10]1[C:3]([O:6][CH3:7])=[O:8] |f:0.1|. Procedure details: A suspension of sodium hydride (4.60 g, 115 mmol) in tetrahydrofuran (20 mL) was treated with dimethyl carbonate (8.29 mL, 99 mmol), heated to reflux under nitrogen, treated dropwise with a solution of octahydronaphthalen-1(2H)-one (Aldrich cat#115063, mixture of trans (major) and cis (minor), 5 g, 32.8 mmol) in tetrahydrofuran (20 mL) over 5 minutes, and heated to reflux overnight. The mixture was cooled, diluted with ether (300 mL) and treated with 1 M hydrochloric acid (150 mL). The layers we... Starting materials: FC(C=1C=C(C(=O)N2C(CN(CC2)C(=O)OCC2=CC=CC=C2)CC2=C(C(=CC=C2)OC)OC)C=C(C1)C(F)(F)F)(F)F (1-[3,5-bis(trifluoromethyl)benzoyl]-4-(benzyloxycarbonyl)-2-(2,3-dimethoxybenzyl)piperazine). The reagents and catalysts are [C].[Pd] (palladium-carbon). The solvent is CO (methanol). Product: FC(C=1C=C(C(=O)N2C(CNCC2)CC2=C(C(=CC=C2)OC)OC)C=C(C1)C(F)(F)F)(F)F (1-[3,5-bis (trifluoromethyl)benzoyl]-2-(2,3-dimethoxybenzyl)piperazine). The yield is 101.3%. Reaction SMILES: [F:1][C:2]([F:43])([F:42])[C:3]1[CH:4]=[C:5]([CH:35]=[C:36]([C:38]([F:41])([F:40])[F:39])[CH:37]=1)[C:6]([N:8]1[CH2:13][CH2:12][N:11](C(OCC2C=CC=CC=2)=O)[CH2:10][CH:9]1[CH2:24][C:25]1[CH:30]=[CH:29][CH:28]=[C:27]([O:31][CH3:32])[C:26]=1[O:33][CH3:34])=[O:7]>CO.[C].[Pd]>[F:43][C:2]([F:1])([F:42])[C:3]1[CH:4]=[C:5]([CH:35]=[C:36]([C:38]([F:39])([F:40])[F:41])[CH:37]=1)[C:6]([N:8]1[CH2:13][CH2:12][NH:11][CH2:10][CH:9]1[CH2:24][C:25]1[CH:30]=[CH:29][CH:28]=[C:27]([O:31][CH3:32])[C:26]=1[O:33][CH3:34])=[O:7] |f:2.3|. Reported procedure: A solution of 1-[3,5-bis(trifluoromethyl)benzoyl]-4-(benzyloxycarbonyl)-2-(2,3-dimethoxybenzyl)piperazine (0.81 g) in methanol (20 ml) was hydrogenated over 10% palladium-carbon (50% wet, 0.30 g) at room temperature under atmospheric pressure for 90 minutes. After removal of the catalyst by filtration, the filtrate was evaporated under reduced pressure to give colorless oil of 1-[3,5-bis (trifluoromethyl)benzoyl]-2-(2,3-dimethoxybenzyl)piperazine (0.64 g). Reactants: COC(=O)CC(=O)OC, Cc1cc2cc(N=C=S)ccc2o1, Cl[Hg]Cl, [H-], NC1CCCCN(CC(=O)N2CCCC2)C1=O, [Na+], CN(C)C=O. Yields the product COC(=O)C(C(=O)OC)=C(Nc1ccc2oc(C)cc2c1)NC1CCCCN(CC(=O)N2CCCC2)C1=O. Reaction SMILES: [C:3]([CH2:4][C:5](=[O:6])[O:7][CH3:8])(=[O:9])[O:10][CH3:11].[CH3:12][c:13]1[o:14][c:15]2[c:16]([cH:17]1)[cH:18][c:19]([N:22]=[C:23]=[S:24])[cH:20][cH:21]2.[Cl:47][Hg:48][Cl:49].[H-:1].[NH2:25][CH:26]1[C:27](=[O:41])[N:28]([CH2:33][C:34](=[O:35])[N:36]2[CH2:37][CH2:38][CH2:39][CH2:40]2)[CH2:29][CH2:30][CH2:31][CH2:32]1.[Na+:2].[O:42]=[CH:43][N:44]([CH3:45])[CH3:46]>>[C:3]([C:4]([C:5](=[O:6])[O:7][CH3:8])=[C:23]([NH:22][c:19]1[cH:18][c:16]2[c:15]([o:14][c:13]([CH3:12])[cH:17]2)[cH:21][cH:20]1)[NH:25][CH:26]1[C:27](=[O:41])[N:28]([CH2:33][C:34](=[O:35])[N:36]2[CH2:37][CH2:38][CH2:39][CH2:40]2)[CH2:29][CH2:30][CH2:31][CH2:32]1)(=[O:9])[O:10][CH3:11]. Reactants: O=C(n1ccnc1)n1ccnc1, CNCc1cccc(OC)c1, O=C(O)C(Sc1ccccc1)c1cc(Cl)cc(Cl)c1, ClCCl. The product is COc1cccc(CN(C)C(=O)C(Sc2ccccc2)c2cc(Cl)cc(Cl)c2)c1. Reaction SMILES: [C:20]([n:21]1[cH:22][cH:23][n:24][cH:25]1)([n:26]1[cH:27][cH:28][n:29][cH:30]1)=[O:31].[CH3:32][NH:33][CH2:34][c:35]1[cH:36][c:37]([O:41][CH3:42])[cH:38][cH:39][cH:40]1.[Cl:1][c:2]1[cH:3][c:4]([CH:9]([C:10](=[O:11])[OH:12])[S:13][c:14]2[cH:15][cH:16][cH:17][cH:18][cH:19]2)[cH:5][c:6]([Cl:8])[cH:7]1.[Cl:43][CH2:44][Cl:45]>>[Cl:1][c:2]1[cH:3][c:4]([CH:9]([C:10](=[O:12])[N:33]([CH3:32])[CH2:34][c:35]2[cH:36][c:37]([O:41][CH3:42])[cH:38][cH:39][cH:40]2)[S:13][c:14]2[cH:15][cH:16][cH:17][cH:18][cH:19]2)[cH:5][c:6]([Cl:8])[cH:7]1. Starting materials: CC1(CCC(C=2C=CC(=CC12)C#CC1=CC=C(C(=O)OCC)C=C1)=O)C (ethyl 4-[(5,6,7,8-tetrahydro-8,8-dimethyl-5-oxonaphth-2-yl)ethynyl]benzoate), CC1(CCC(C=2C=CC(=CC12)C#CC1=CC=C(C(=O)OCC)C=C1)=O)C (ethyl 4-[(5,6,7,8-tetrahydro-8,8-dimethyl-5-oxonaphth-2-yl)ethynyl]benzoate), [BH4-].[Na+] (sodium borohydride). The solvent is C1CCOC1 (THF), C(C)O (ethanol), O (water). Reaction conditions: time 6 hour. Product: OC1C=2C=CC(=CC2C(CC1)(C)C)C#CC1=CC=C(C(=O)OCC)C=C1 (Ethyl 4-[(5,6,7,8-tetrahydro-5-hydroxy-8,8-dimethyl-naphth-2-yl) ethynyl]benzoate). As a reaction SMILES: [CH3:1][C:2]1([CH3:26])[C:11]2[CH:10]=[C:9]([C:12]#[C:13][C:14]3[CH:24]=[CH:23][C:17]([C:18]([O:20][CH2:21][CH3:22])=[O:19])=[CH:16][CH:15]=3)[CH:8]=[CH:7][C:6]=2[C:5](=[O:25])[CH2:4][CH2:3]1.[BH4-].[Na+]>C1COCC1.C(O)C.O>[OH:25][CH:5]1[CH2:4][CH2:3][C:2]([CH3:1])([CH3:26])[C:11]2[CH:10]=[C:9]([C:12]#[C:13][C:14]3[CH:15]=[CH:16][C:17]([C:18]([O:20][CH2:21][CH3:22])=[O:19])=[CH:23][CH:24]=3)[CH:8]=[CH:7][C:6]1=2 |f:1.2|. Procedure: To a cold solution (0° C.) of 980 mg (2.8 mmol) of ethyl 4-[(5,6,7,8-tetrahydro-8,8-dimethyl-5-oxonaphth-2-yl)ethynyl]benzoate (Compound 1) in 5 ml of THF and 10 ml of ethanol was added 78 mg (2 mmol) of sodium borohydride. The mixture was stirred for 6 hours, diluted with water (10 ml) and extracted with Et2O (4×40 ml). The combined organic layers were washed with 10% HCl (5 ml), 10% aqueous NaHCO3 (10 ml) and brine (20 ml), dried over MgSO4 and concentrated in vacuo to give the title compound ...